Dataset: the Open Reaction Database (ORD), a public repository of structured organic reaction records. Task: describe an organic reaction: reactants, conditions, products, and yield The reactants are BrC1(NC2=CC=CC=C2C1)C(=O)OC (Methyl 2-bromo-1H-indole-carboxylate), CC1(OB(OC1(C)C)C=C)C (4,4,5,5-tetramethyl-2-vinyl-1,3,2-dioxaborolane), C([O-])([O-])=O.[Cs+].[Cs+] (cesiumcarbonate), O1CCOCC1.O (dioxane water). Reagents/catalysts: C=1C=CC(=CC1)[P](C=2C=CC=CC2)(C=3C=CC=CC3)[Pd]([P](C=4C=CC=CC4)(C=5C=CC=CC5)C=6C=CC=CC6)([P](C=7C=CC=CC7)(C=8C=CC=CC8)C=9C=CC=CC9)[P](C=1C=CC=CC1)(C=1C=CC=CC1)C=1C=CC=CC1 (tetrakis(triphenylphosphine)palladium). Yields the product C(=C)C=1NC2=CC=CC=C2C1C(=O)OC (methyl 2-vinyl-1H-indole-3-carboxylate). Yield: 76.0%. As a reaction SMILES: Br[C:2]1([C:11](OC)=O)[CH2:10][C:9]2[C:4](=[CH:5][CH:6]=[CH:7][CH:8]=2)[NH:3]1.CC1(C)[C:20](C)(C)[O:19]B(C=C)O1.[C:26](=[O:29])([O-])[O-].[Cs+].[Cs+].O1CCOC[CH2:33]1.O>C1C=CC([P]([Pd]([P](C2C=CC=CC=2)(C2C=CC=CC=2)C2C=CC=CC=2)([P](C2C=CC=CC=2)(C2C=CC=CC=2)C2C=CC=CC=2)[P](C2C=CC=CC=2)(C2C=CC=CC=2)C2C=CC=CC=2)(C2C=CC=CC=2)C2C=CC=CC=2)=CC=1>[CH:11]([C:2]1[NH:3][C:4]2[C:9]([C:10]=1[C:26]([O:19][CH3:20])=[O:29])=[CH:8][CH:7]=[CH:6][CH:5]=2)=[CH2:33] |f:2.3.4,5.6,^1:42,44,63,82|. Procedure details: Methyl 2-bromo-1H-indole-carboxylate (100 mg, 0.19 mmol), 4,4,5,5-tetramethyl-2-vinyl-1,3,2-dioxaborolane (154 mg, 1 mmol), tetrakis(triphenylphosphine)palladium (116 mg, 0.1 mmol) and cesiumcarbonate (326 mg, 1 mmol) in dioxane/water (20 mL/5 mL) were stirred at room temperature for 15 hours. Filterated the solid and the solvent was concentrated in vacuum. The resulted residue was purified by silica gel column (ethyl acetate/petroleum ether-1/2) to give methyl 2-vinyl-1H-indole-3-carboxylate as...